describe an organic reaction: reactants, conditions, products, and yield From a dataset of the Open Reaction Database (ORD), a public repository of structured organic reaction records. The reactants are C(C)O (ethanol), ClC1=C(C=C(C=C1)C(CCC(=O)O)=O)S(NC)(=O)=O (4-(4-chloro-3-methylsulfamoylphenyl)-4-oxobutanoic acid), C(C)(=O)Cl (acetyl chloride). Solvent: CO (methanol). Yields the product ClC1=C(C=C(C=C1)C(CCC(=O)OC)=O)S(NC)(=O)=O (Methyl 4-(4-chloro-3-methylsulfamoylphenyl)-4-oxobutanoate). RXN SMILES: [Cl:1][C:2]1[CH:7]=[CH:6][C:5]([C:8](=[O:14])[CH2:9][CH2:10][C:11]([OH:13])=[O:12])=[CH:4][C:3]=1[S:15](=[O:19])(=[O:18])[NH:16][CH3:17].[C:20](Cl)(=O)C.C(O)C>CO>[Cl:1][C:2]1[CH:7]=[CH:6][C:5]([C:8](=[O:14])[CH2:9][CH2:10][C:11]([O:13][CH3:20])=[O:12])=[CH:4][C:3]=1[S:15](=[O:19])(=[O:18])[NH:16][CH3:17]. Procedure details: A mixture of 12 g of 4-(4-chloro-3-methylsulfamoylphenyl)-4-oxobutanoic acid and 1.2 g of acetyl chloride in 120 ml of methanol is reacted for 48 hours and worked up, analogously to the instructions indicated in Example 2(a). Methyl 4-(4-chloro-3-methylsulfamoylphenyl)-4-oxobutanoate of melting point 112°-114° C. (from ethanol) is obtained.